From a dataset of the Open Reaction Database (ORD), a public repository of structured organic reaction records. describe an organic reaction: reactants, conditions, products, and yield Reactants: CC(C)(C)OC(=O)C1CCCCN1C(=O)OC(C)(C)C, CCOC(C)=O, O. Yields the product CC(C)(C)OC(=O)C1CCCC(=O)N1C(=O)OC(C)(C)C. As a reaction SMILES: [C:1]([CH3:2])([CH3:3])([CH3:4])[O:5][C:6](=[O:7])[N:8]1[CH:9]([C:14](=[O:15])[O:16][C:17]([CH3:18])([CH3:19])[CH3:20])[CH2:10][CH2:11][CH2:12][CH2:13]1.[CH3:22][CH2:23][O:24][C:25](=[O:26])[CH3:27].[OH2:21]>>[C:1]([CH3:2])([CH3:3])([CH3:4])[O:5][C:6](=[O:7])[N:8]1[CH:9]([C:14](=[O:15])[O:16][C:17]([CH3:18])([CH3:19])[CH3:20])[CH2:10][CH2:11][CH2:12][C:13]1=[O:21]. Starting materials: FC1=C(C=CC=C1)N1CCNCC1 (1-(2-fluorophenyl)piperazine), C(C)(C)N(CC)C(C)C (diisopropylethylamine), Cl (HCl), ClC1=C(C=CC=C1)S(=O)(=O)Cl (2-chlorobenzene-1-sulfonyl chloride). Run in ClCCl (dichloromethane). Product: ClC1=C(C=CC=C1)S(=O)(=O)N1CCN(CC1)C1=C(C=CC=C1)F (1-[(2-chlorophenyl)sulfonyl]-4-(2-fluorophenyl)piperazine). Yield: 75.5%. Reaction SMILES: [F:1][C:2]1[CH:7]=[CH:6][CH:5]=[CH:4][C:3]=1[N:8]1[CH2:13][CH2:12][NH:11][CH2:10][CH2:9]1.Cl.[Cl:15][C:16]1[CH:21]=[CH:20][CH:19]=[CH:18][C:17]=1[S:22](Cl)(=[O:24])=[O:23].C(N(C(C)C)CC)(C)C>ClCCl>[Cl:15][C:16]1[CH:21]=[CH:20][CH:19]=[CH:18][C:17]=1[S:22]([N:11]1[CH2:12][CH2:13][N:8]([C:3]2[CH:4]=[CH:5][CH:6]=[CH:7][C:2]=2[F:1])[CH2:9][CH2:10]1)(=[O:24])=[O:23]. Reported procedure: Sulfonylation of 1-(2-fluorophenyl)piperazine.HCl (325 mg, 1.5 mmol) with 2-chlorobenzene-1-sulfonyl chloride (316.6 mg, 1.5 mmol) was carried out according to a similar procedure described for step 1A using anhydrous dichloromethane (3 mL) as solvent and diisopropylethylamine (0.575 mL, 3.3 mmol) as base. 1-[(2-chlorophenyl)sulfonyl]-4-(2-fluorophenyl)piperazine was obtained in 75.5% yield (402 mg) as white solid. Reaction SMILES: [CH:1]1[C:10]2[C:5](=[CH:6][CH:7]=[CH:8][CH:9]=2)[CH:4]=[CH:3][C:2]=1[CH:11]=O.[CH3:13][C:14]1([CH3:22])[O:21][C:19](=[O:20])[CH2:18][C:16](=[O:17])[O:15]1.N1CCCC1C(O)=O.[CH3:31][S:32][CH2:33][C:34]1[CH:35]=[CH:36][CH:37]=[C:38]2[C:42]=1[NH:41][CH:40]=[CH:39]2>C(#N)C>[CH3:13][C:14]1([CH3:22])[O:21][C:19](=[O:20])[CH:18]([CH:11]([C:39]2[C:38]3[C:42](=[C:34]([CH2:33][S:32][CH3:31])[CH:35]=[CH:36][CH:37]=3)[NH:41][CH:40]=2)[C:2]2[CH:3]=[CH:4][C:5]3[C:10](=[CH:9][CH:8]=[CH:7][CH:6]=3)[CH:1]=2)[C:16](=[O:17])[O:15]1. Yields the product CC1(OC(C(C(O1)=O)C(C1=CC2=CC=CC=C2C=C1)C1=CNC2=C(C=CC=C12)CSC)=O)C (2,2-Dimethyl-5-[{7-[(methylsulfanyl)methyl]-1H-indol-3-yl}(naphthalen-2-yl)methyl]-1,3-dioxane-4,6-dione). Starting materials: C1=C(C=CC2=CC=CC=C12)C=O (naphthalene-2-carbaldehyde), CC1(OC(=O)CC(=O)O1)C (Meldrum's acid), N1C(C(=O)O)CCC1 (D,L-proline), CSCC=1C=CC=C2C=CNC12 (7-[(Methylsulfanyl)methyl]-1H-indole). Solvent: C(C)#N (acetonitrile), C(C)#N (acetonitrile). Conditions: time 8 hour. Procedure details: 694 mg (4.44 mmol) of naphthalene-2-carbaldehyde, 640 mg (4.44 mmol) of Meldrum's acid and 24 mg (0.21 mmol) of D,L-proline were added to a solution of 750 mg (4.23 mmol) of the compound from Example 8A in 35 ml of acetonitrile. The reaction mixture was stirred at RT overnight. Then a further 35 ml of acetonitrile were added, and the mixture was stirred at RT for two days. It was concentrated, the residue was stirred in water, and the precipitate was filtered off with suction and dried in vacuo ... The reactants are CC(C(=O)NC(C(=O)N1CCC2NCC(Oc3ccc(F)c(F)c3)C21)C(C)(C)C)N(C)C(=O)OCc1ccccc1, CN=C=O, CCN(C(C)C)C(C)C, ClCCl. As a reaction SMILES: [CH2:1]([c:2]1[cH:3][cH:4][cH:5][cH:6][cH:7]1)[O:8][C:9]([N:10]([CH3:11])[CH:12]([CH3:13])[C:14]([NH:15][CH:16]([C:17]([CH3:18])([CH3:19])[CH3:20])[C:21](=[O:22])[N:23]1[CH:24]2[CH:25]([CH2:26][CH2:27]1)[NH:28][CH2:29][CH:30]2[O:31][c:32]1[cH:33][c:34]([F:39])[c:35]([F:38])[cH:36][cH:37]1)=[O:40])=[O:41].[CH3:51][N:52]=[C:53]=[O:54].[CH:42]([N:43]([CH2:44][CH3:45])[CH:46]([CH3:47])[CH3:48])([CH3:49])[CH3:50].[Cl:55][CH2:56][Cl:57]>>[CH2:1]([c:2]1[cH:3][cH:4][cH:5][cH:6][cH:7]1)[O:8][C:9]([N:10]([CH3:11])[CH:12]([CH3:13])[C:14]([NH:15][CH:16]([C:17]([CH3:18])([CH3:19])[CH3:20])[C:21](=[O:22])[N:23]1[CH:24]2[CH:25]([CH2:26][CH2:27]1)[N:28]([C:53]([NH:52][CH3:51])=[O:54])[CH2:29][CH:30]2[O:31][c:32]1[cH:33][c:34]([F:39])[c:35]([F:38])[cH:36][cH:37]1)=[O:40])=[O:41]. Yields the product CNC(=O)N1CC(Oc2ccc(F)c(F)c2)C2C1CCN2C(=O)C(NC(=O)C(C)N(C)C(=O)OCc1ccccc1)C(C)(C)C. Starting materials: CN1N=NC(=C1COC1=NC=C(C(=O)O)C=C1)C1=NC=CC=C1 (6-(3-methyl-5-pyridin-2-yl-3H-[1,2,3]triazol-4-ylmethoxy)-nicotinic acid), NCC(C(F)(F)F)O (3-amino-1,1,1-trifluoro-2-propanol). Product: CN1N=NC(=C1COC1=NC=C(C(=O)NCC(C(F)(F)F)O)C=C1)C1=NC=CC=C1 (6-(3-Methyl-5-pyridin-2-yl-3H-[1,2,3]triazol-4-ylmethoxy)-N-(3,3,3-trifluoro-2-hydroxy-propyl)-nicotinamide). The yield is 62.0%. As a reaction SMILES: [CH3:1][N:2]1[C:6]([CH2:7][O:8][C:9]2[CH:17]=[CH:16][C:12]([C:13]([OH:15])=O)=[CH:11][N:10]=2)=[C:5]([C:18]2[CH:23]=[CH:22][CH:21]=[CH:20][N:19]=2)[N:4]=[N:3]1.[NH2:24][CH2:25][CH:26]([OH:31])[C:27]([F:30])([F:29])[F:28]>>[CH3:1][N:2]1[C:6]([CH2:7][O:8][C:9]2[CH:17]=[CH:16][C:12]([C:13]([NH:24][CH2:25][CH:26]([OH:31])[C:27]([F:30])([F:29])[F:28])=[O:15])=[CH:11][N:10]=2)=[C:5]([C:18]2[CH:23]=[CH:22][CH:21]=[CH:20][N:19]=2)[N:4]=[N:3]1. Reported procedure: As described for example 26b, 6-(3-methyl-5-pyridin-2-yl-3H-[1,2,3]triazol-4-ylmethoxy)-nicotinic acid (75 mg, 0.24 mmol) was converted, using 3-amino-1,1,1-trifluoro-2-propanol instead of 4-aminotetrahydropyran, to the title compound (63 mg, 62%) which was obtained as a white solid. MS: m/e=423.1 [M+H]+.